This data is from the Open Reaction Database (ORD), a public repository of structured organic reaction records. The task is: describe an organic reaction: reactants, conditions, products, and yield Yields the product C1(CCCCC1)C(=O)NC=1C=C2C(=CNC2=CC1)C1CCN(CC1)C (5-(cyclohexanecarbonyl)amino-3-(1-methylpiperidin-4-yl)-1H-indole). Reported procedure: Beginning with 12.0 mg (0.05 mMol) 5-amino-3-(1-methylpiperidin-4-yl)-1H-indole and 13.0 mg (0.10 mMol) cyclohexanecarboxylic acid, 20.6 mg (100+%) of the title compound were recovered. As a reaction SMILES: [NH2:1][C:2]1[CH:3]=[C:4]2[C:8](=[CH:9][CH:10]=1)[NH:7][CH:6]=[C:5]2[CH:11]1[CH2:16][CH2:15][N:14]([CH3:17])[CH2:13][CH2:12]1.[CH:18]1([C:24](O)=[O:25])[CH2:23][CH2:22][CH2:21][CH2:20][CH2:19]1>>[CH:18]1([C:24]([NH:1][C:2]2[CH:3]=[C:4]3[C:8](=[CH:9][CH:10]=2)[NH:7][CH:6]=[C:5]3[CH:11]2[CH2:16][CH2:15][N:14]([CH3:17])[CH2:13][CH2:12]2)=[O:25])[CH2:23][CH2:22][CH2:21][CH2:20][CH2:19]1. The reactants are NC=1C=C2C(=CNC2=CC1)C1CCN(CC1)C (5-amino-3-(1-methylpiperidin-4-yl)-1H-indole), C1(CCCCC1)C(=O)O (cyclohexanecarboxylic acid).